This data is from the Open Reaction Database (ORD), a public repository of structured organic reaction records. The task is: describe an organic reaction: reactants, conditions, products, and yield Reactants: ClC1=C(C(=O)Cl)C(=CC=C1)[Si](C)(C)C (2-Chloro-6-(trimethylsilyl)benzoyl chloride), C(C)S (ethanethiol). The reagents and catalysts are CN(C)C1=CC=NC=C1 (4-(N,N-dimethylamino)pyridine). Solvent: C(Cl)Cl (CH2Cl2). Conditions: time 8 hour. The product is ClC1=C(C(=CC=C1)[Si](C)(C)C)C(SCC)=O (2-Chloro-6-(trimethylsilyl)benzenecarbothioic acid, S-ethyl ester). Isolated yield 61.0%. RXN SMILES: [Cl:1][C:2]1[CH:10]=[CH:9][CH:8]=[C:7]([Si:11]([CH3:14])([CH3:13])[CH3:12])[C:3]=1[C:4](Cl)=[O:5].[CH2:15]([SH:17])[CH3:16]>CN(C1C=CN=CC=1)C.C(Cl)Cl>[Cl:1][C:2]1[CH:10]=[CH:9][CH:8]=[C:7]([Si:11]([CH3:14])([CH3:13])[CH3:12])[C:3]=1[C:4](=[O:5])[S:17][CH2:15][CH3:16]. Reported procedure: The compound of Example b (1.48 g, 0.006 mol), CH2Cl2 (50 mL), ethanethiol (0.44 g, 0.007 mol), and 4-(N,N-dimethylamino)pyridine (0.86 g, 0.007 mol) were allowed to stir at RT overnight. The mixture was washed with 10% HCl and three times with water, dried (MgSO4), and concentrated. The crude product was purified by RC, eluting with 1:3 ethyl acetate/hexanes. The title compound was obtained as a clear oil in 61% yield.